This data is from the Open Reaction Database (ORD), a public repository of structured organic reaction records. The task is: describe an organic reaction: reactants, conditions, products, and yield The reactants are C=O (paraformaldehyde), [N+](=[N-])=C1C2CCCC=C2CCCC1 (diazobicyclo[5.4.0]undec-7-ene), C(C)OCC(=O)Cl (ethoxyacetyl chloride), C(#N)C1=CNC=C1C1=C(C(=CC=C1)Cl)Cl (3-cyano-4-(2,3-dichlorophenyl)pyrrole), O1CCCC1 (tetrahydrofuran). Run in C(C)N(CC)CC (triethylamine). Reaction conditions: time 2 hour. Product: COCC(=O)OCN1C=C(C(=C1)C#N)C1=C(C(=CC=C1)Cl)Cl (N-[1-(Methoxyacetyloxy)methyl]-3-(2,3-dichlorophenyl)-4-cyanopyrrole). As a reaction SMILES: [C:1]([C:3]1[C:7]([C:8]2[CH:13]=[CH:12][CH:11]=[C:10]([Cl:14])[C:9]=2[Cl:15])=[CH:6][NH:5][CH:4]=1)#[N:2].C=[O:17].[N+](=C1CCCCC2C1CCCC=2)=[N-].[CH2:31]([O:33]CC(Cl)=O)C.[O:38]1[CH2:42]C[CH2:40][CH2:39]1>C(N(CC)CC)C>[CH3:31][O:33][CH2:40][C:39]([O:38][CH2:42][N:5]1[CH:4]=[C:3]([C:1]#[N:2])[C:7]([C:8]2[CH:13]=[CH:12][CH:11]=[C:10]([Cl:14])[C:9]=2[Cl:15])=[CH:6]1)=[O:17]. Procedure details: 4.5 g of 3-cyano-4-(2,3-dichlorophenyl)pyrrole are dissolved in 50 ml of tetrahydrofuran and to the solution are added 0.65 g of paraformaldehyde, 3.0 ml of triethylamine and 0.5 ml of diazobicyclo[5.4.0]undec-7-ene. The mixture is stirred for 2 hours at room temperature to form a clear solution. With stirring, 2.0 ml of ethoxyacetyl chloride are slowly added dropwise at 5° C. The reaction mixture is kept for 21/2 hours at 0°-5° C. and then filtered. The filtrate is concentrated and the residue ... Reaction SMILES: [Br:1][c:2]1[c:3]2[cH:4][cH:5][c:6]([CH2:13][N:14]([C:15](=[O:16])[c:17]3[cH:18][n:19]([CH3:26])[c:20]4[cH:21][cH:22][cH:23][cH:24][c:25]34)[CH3:27])[cH:7][c:8]2[cH:9][cH:10][c:11]1[OH:12].[Br:34][CH2:35][C:36]#[N:37].[C:28](=[O:29])([O-:30])[O-:31].[K+:32].[K+:33].[O:38]=[CH:39][N:40]([CH3:41])[CH3:42]>>[Br:1][c:2]1[c:3]2[cH:4][cH:5][c:6]([CH2:13][N:14]([C:15](=[O:16])[c:17]3[cH:18][n:19]([CH3:26])[c:20]4[cH:21][cH:22][cH:23][cH:24][c:25]34)[CH3:27])[cH:7][c:8]2[cH:9][cH:10][c:11]1[O:12][CH2:35][C:36]#[N:37]. The product is CN(Cc1ccc2c(Br)c(OCC#N)ccc2c1)C(=O)c1cn(C)c2ccccc12. The reactants are CN(Cc1ccc2c(Br)c(O)ccc2c1)C(=O)c1cn(C)c2ccccc12, N#CCBr, O=C([O-])[O-], [K+], [K+], CN(C)C=O. The reactants are OC=1C=C(C=CC1OC)C=1OC=C(N1)CNC(C1=NC=CC=C1C)=O (N-[2-(3-hydroxy-4-methoxyphenyl)oxazol-4-ylmethyl]-3-methylpicolinamide), BrC(CC)CC (3-bromopentane). The product is C(C)C(CC)OC=1C=C(C=CC1OC)C=1OC=C(N1)CNC(C1=NC=CC=C1C)=O (N-{2-[3-(1-ethylpropoxy)-4-methoxy phenyl]oxazol-4-ylmethyl}-3-methylpicolinamide). RXN SMILES: [OH:1][C:2]1[CH:3]=[C:4]([C:10]2[O:11][CH:12]=[C:13]([CH2:15][NH:16][C:17](=[O:25])[C:18]3[C:23]([CH3:24])=[CH:22][CH:21]=[CH:20][N:19]=3)[N:14]=2)[CH:5]=[CH:6][C:7]=1[O:8][CH3:9].Br[CH:27]([CH2:30][CH3:31])[CH2:28][CH3:29]>>[CH2:28]([CH:27]([O:1][C:2]1[CH:3]=[C:4]([C:10]2[O:11][CH:12]=[C:13]([CH2:15][NH:16][C:17](=[O:25])[C:18]3[C:23]([CH3:24])=[CH:22][CH:21]=[CH:20][N:19]=3)[N:14]=2)[CH:5]=[CH:6][C:7]=1[O:8][CH3:9])[CH2:30][CH3:31])[CH3:29]. Reported procedure: Using the compound obtained in Example 17 and 3-bromopentane, white powdery N-{2-[3-(1-ethylpropoxy)-4-methoxy phenyl]oxazol-4-ylmethyl}-3-methylpicolinamide was obtained following the procedure of Example 3. Starting materials: ClC=1C(=CN2C(C(=CC(=C2C1C)C1CC1)C(=O)OCC)=O)F (ethyl 8-chloro-1-cyclopropyl-7-fluoro-9-methyl-4-oxo-4H-quinolizine-3-carboxylate), N1=CC=C(C=C1)B(O)O (pyridin-4-yl-boronic acid). Yields the product N1=CC=C(C=C1)C=1C(=CN2C(C(=CC(=C2C1C)C1CC1)C(=O)OCC)=O)F (ethyl 8-(pyridin-4-yl)-1-cyclopropyl-7-fluoro-9-methyl-4-oxo-4H-quinolizine-3-carboxylate). As a reaction SMILES: Cl[C:2]1[C:3]([F:22])=[CH:4][N:5]2[C:10]([C:11]=1[CH3:12])=[C:9]([CH:13]1[CH2:15][CH2:14]1)[CH:8]=[C:7]([C:16]([O:18][CH2:19][CH3:20])=[O:17])[C:6]2=[O:21].[N:23]1[CH:28]=[CH:27][C:26](B(O)O)=[CH:25][CH:24]=1>>[N:23]1[CH:28]=[CH:27][C:26]([C:2]2[C:3]([F:22])=[CH:4][N:5]3[C:10]([C:11]=2[CH3:12])=[C:9]([CH:13]2[CH2:15][CH2:14]2)[CH:8]=[C:7]([C:16]([O:18][CH2:19][CH3:20])=[O:17])[C:6]3=[O:21])=[CH:25][CH:24]=1. Procedure details: Ethyl 8-(pyridin-4-yl)-1-cyclopropyl-7-fluoro-9-methyl-4-oxo-4H-quinolizine-3-carboxylate was prepared according to General Procedure A from ethyl 8-chloro-1-cyclopropyl-7-fluoro-9-methyl-4-oxo-4H-quinolizine-3-carboxylate (100 mg, 0.34 mmol) and pyridin-4-yl-boronic acid (52.1 mg, 0.42 mmol). Purification by flash silica column chromatography (DCM:MeOH) (1:0 to 9:1) afforded quantitatively the title compound as a yellow solid. Reactants: BrC1=CC(=C(C(=O)Cl)C=C1)F (4-bromo-2-fluorobenzoyl chloride), CCN(C(C)C)C(C)C (DIEA), C(C1=CC=CC=C1)NCCO (2-(benzylamino)ethanol). Run in C1CCOC1 (THF). Reaction conditions: time 8 hour. Product: C(C1=CC=CC=C1)N(C(C1=C(C=C(C=C1)Br)F)=O)CCO (N-benzyl-4-bromo-2-fluoro-N-(2-hydroxyethyl)benzamide). Reaction SMILES: [Br:1][C:2]1[CH:10]=[CH:9][C:5]([C:6](Cl)=[O:7])=[C:4]([F:11])[CH:3]=1.CCN(C(C)C)C(C)C.[CH2:21]([NH:28][CH2:29][CH2:30][OH:31])[C:22]1[CH:27]=[CH:26][CH:25]=[CH:24][CH:23]=1>C1COCC1>[CH2:21]([N:28]([CH2:29][CH2:30][OH:31])[C:6](=[O:7])[C:5]1[CH:9]=[CH:10][C:2]([Br:1])=[CH:3][C:4]=1[F:11])[C:22]1[CH:27]=[CH:26][CH:25]=[CH:24][CH:23]=1. Procedure details: To a solution of 4-bromo-2-fluorobenzoyl chloride (1 g, 4.21 mmol) in THF (14.04 mL) was added DIEA (1.103 mL, 6.32 mmol) and 2-(benzylamino)ethanol (0.764 g, 5.05 mmol) at room temperature. The reaction mixture was stirred for overnight. The reaction mixture was extracted with EtOAc. The organic layer was washed with water and brine. After dried over anhydrous sodium sulfate, filtered and concentrated in vacuo, the crude N-benzyl-4-bromo-2-fluoro-N-(2-hydroxyethyl)benzamide was used for the nex... Starting materials: copper-I-oxide, CS[Li] (methylthiolithium), IC=1C=CC(=C2C[C@@H]3[C@H](OCCN3C)CC12)OC (trans-3,4,4a,5,10,10a-hexahydro-9-iodo-6-methoxy-4-methyl-2H-naphth[2,3-b]-1,4-oxazine). Solvent: CN(C=O)C (dimethylformamide), CN(C)C=O (DMF). Conditions: time 5 hour. The product is COC1=C2C[C@@H]3[C@H](OCCN3C)CC2=C(C=C1)SC (Trans-3,4,4a,5,10,10a-hexahydro-6-methoxy-4-methyl-9-methylthio-2H-naphth[2,3-b]-1,4-oxazine). Reaction SMILES: I[C:2]1[CH:3]=[CH:4][C:5]([O:17][CH3:18])=[C:6]2[C:16]=1[CH2:15][C@H:9]1[O:10][CH2:11][CH2:12][N:13]([CH3:14])[C@@H:8]1[CH2:7]2.[CH3:19][S:20][Li]>CN(C=O)C>[CH3:18][O:17][C:5]1[CH:4]=[CH:3][C:2]([S:20][CH3:19])=[C:16]2[C:6]=1[CH2:7][C@H:8]1[N:13]([CH3:14])[CH2:12][CH2:11][O:10][C@@H:9]1[CH2:15]2. Procedure: 0.44 g (1.2 mM) of trans-3,4,4a,5,10,10a-hexahydro-9-iodo-6-methoxy-4-methyl-2H-naphth[2,3-b]-1,4-oxazine (for production see example 1), dissolved in 5 ml of DMF, as well as 2.34 g (16.3 mM) of copper-I-oxide, are added to a suspension of 0.53 g (9.8 mM) of methylthiolithium in 10 ml of dimethylformamide. The reaction mixture is subsequently stirred for 5 hours at 80° under an argon atmosphere. The preparation is then filtered through Hyflo, washed with 20 ml of methylene chloride, and the filt...